This data is from the Open Reaction Database (ORD), a public repository of structured organic reaction records. The task is: describe an organic reaction: reactants, conditions, products, and yield Starting materials: C(#N)C=1C=C(C(=O)OC)C=CN1 (methyl 2-cyanoisonicotinate), CC(=O)C (acetone), C[O-].[Na+] (sodium methoxide). Run in C1CCOC1 (THF). Run at temperature 35 celsius. The product is C(#N)C=1C=C(CC(CC(C)=O)=O)C=CN1 (1-(2-Cyanoisonicotinyl)-1,3-butanedione). The yield is 51.0%. RXN SMILES: [C:1]([C:3]1[CH:4]=[C:5]([CH:10]=[CH:11][N:12]=1)[C:6](OC)=O)#[N:2].[CH3:13][C:14]([CH3:16])=[O:15].[CH3:17][O-:18].[Na+]>C1COCC1>[C:1]([C:3]1[CH:4]=[C:5]([CH:10]=[CH:11][N:12]=1)[CH2:6][C:17](=[O:18])[CH2:13][C:14](=[O:15])[CH3:16])#[N:2] |f:2.3|. Procedure: To a solution of methyl 2-cyanoisonicotinate (20.0 g, 0.126 mol) in 250 mL THF was added acetone (30.6 mL, 0.42 mol). The solution was warmed to 35° C. and sodium methoxide (7.15 g, 0.132 mol) was added portionwise over 20 minutes. The mixture was heated at reflux for 16 hours. The solvent was removed in vacuo and the residue was dissolved in water, acidified to pH=6 with acetic acid. The aqueous phase was extracted with ethyl acetate and the organic layer was washed with brine, dried over magne... The reactants are O (Water), C([O-])([O-])=O.[K+].[K+] (Potassium carbonate), BrCCCCBr (1,4-dibromobutane), C1(=CC=CC=C1)S (thiophenol). Run in CN(C=O)C (dimethylformamide). Conditions: temperature 50 celsius, time 3 hour. Yields the product C1(=CC=CC=C1)SCCCCBr (4-phenylthiobutyl bromide). The yield is 99.9%. As a reaction SMILES: C(=O)([O-])[O-].[K+].[K+].[Br:7][CH2:8][CH2:9][CH2:10][CH2:11]Br.[C:13]1([SH:19])[CH:18]=[CH:17][CH:16]=[CH:15][CH:14]=1.O>CN(C)C=O>[C:13]1([S:19][CH2:11][CH2:10][CH2:9][CH2:8][Br:7])[CH:18]=[CH:17][CH:16]=[CH:15][CH:14]=1 |f:0.1.2|. Procedure: Potassium carbonate (5.64 g) and 1,4-dibromobutane (5.88 g) were added to a solution of thiophenol (3 g) in dimethylformamide (40 ml), and the mixture was stirred at 50° C. for 3 hr. Water was added to the reaction mixture and the mixture was extracted with ethyl acetate. The organic layer was washed with brine, dried and the solvent was evaporated under reduced pressure to give 6.67 g of 4-phenylthiobutyl bromide. The reactants are OBO, Brc1ccccc1, FC(F)(F)COc1cc(-c2cc(C(F)(F)F)nc(Cl)n2)ccc1C(F)(F)F. Yields the product FC(F)(F)COc1cc(-c2cc(C(F)(F)F)nc(-c3cccc(Br)c3)n2)ccc1C(F)(F)F. As a reaction SMILES: [BH:28]([OH:29])[OH:30].[Br:31][c:32]1[cH:33][cH:34][cH:35][cH:36][cH:37]1.[Cl:1][c:2]1[n:3][c:4]([C:24]([F:25])([F:26])[F:27])[cH:5][c:6](-[c:8]2[cH:9][c:10]([O:18][CH2:19][C:20]([F:21])([F:22])[F:23])[c:11]([C:14]([F:15])([F:16])[F:17])[cH:12][cH:13]2)[n:7]1>>[c:2]1(-[c:36]2[cH:35][cH:34][cH:33][c:32]([Br:31])[cH:37]2)[n:3][c:4]([C:24]([F:25])([F:26])[F:27])[cH:5][c:6](-[c:8]2[cH:9][c:10]([O:18][CH2:19][C:20]([F:21])([F:22])[F:23])[c:11]([C:14]([F:15])([F:16])[F:17])[cH:12][cH:13]2)[n:7]1. Starting materials: [K].C(=C)NC=O (N-vinylformamide potassium salt), BrCCCCCCCCCC (1-Bromodecane). Solvent: C1CCOC1 (THF). Run at time 8 hour. Yields the product C(CCCCCCCCC)N(C=O)C=C (N-decyl-N-vinylformamide). As a reaction SMILES: [K].[CH:2]([NH:4][CH:5]=[O:6])=[CH2:3].Br[CH2:8][CH2:9][CH2:10][CH2:11][CH2:12][CH2:13][CH2:14][CH2:15][CH2:16][CH3:17]>C1COCC1>[CH2:8]([N:4]([CH:2]=[CH2:3])[CH:5]=[O:6])[CH2:9][CH2:10][CH2:11][CH2:12][CH2:13][CH2:14][CH2:15][CH2:16][CH3:17] |f:0.1,^1:0|. Procedure details: Into a dry 250 mL three-necked round-bottomed flask equipped with magnetic stirring bar and dropping funnel was placed 8 g (0.07 mol) of fresh N-vinylformamide potassium salt and 200 mL of anhydrous THF. 1-Bromodecane, 16.1 g (0.07 mol) was added to the reaction mixture dropwise at 10° C. over 30 minutes. When addition was complete, the reaction was allowed to stir overnight at ambient temperature. The reaction mixture was concentrated under reduced pressure to remove most of the solvent and dil... Reactants: ClC1=C(C(=CC(=C1)C(F)(F)F)Cl)N1N=CC2=CC(=C(C=C12)O)[N+](=O)[O-] (1-(2,6-dichloro-4-trifluoromethylphenyl)-6-hydroxy-5-nitroindazole), [H-].[Na+] (sodium hydride), C(C#C)Br (propargyl bromide), resultant mixture, resultant mixture, O (water). The solvent is CN(C=O)C (N,N-dimethylformamide). Reaction conditions: time 10 minute. The product is ClC1=C(C(=CC(=C1)C(F)(F)F)Cl)N1N=CC2=CC(=C(C=C12)OCC#C)[N+](=O)[O-] (1-(2,6-dichloro-4-trifluoromethylphenyl)-5-nitro-6-propargyloxyindazole). Isolated yield 85.1%. As a reaction SMILES: [Cl:1][C:2]1[CH:7]=[C:6]([C:8]([F:11])([F:10])[F:9])[CH:5]=[C:4]([Cl:12])[C:3]=1[N:13]1[C:21]2[C:16](=[CH:17][C:18]([N+:23]([O-:25])=[O:24])=[C:19]([OH:22])[CH:20]=2)[CH:15]=[N:14]1.[H-].[Na+].[CH2:28](Br)[C:29]#[CH:30].O>CN(C)C=O>[Cl:1][C:2]1[CH:7]=[C:6]([C:8]([F:11])([F:9])[F:10])[CH:5]=[C:4]([Cl:12])[C:3]=1[N:13]1[C:21]2[C:16](=[CH:17][C:18]([N+:23]([O-:25])=[O:24])=[C:19]([O:22][CH2:30][C:29]#[CH:28])[CH:20]=2)[CH:15]=[N:14]1 |f:1.2|. Procedure: To a solution of 1-(2,6-dichloro-4-trifluoromethylphenyl)-6-hydroxy-5-nitroindazole [Compound No. 31] (3 g) in N,N-dimethylformamide, 60% sodium hydride (0.5 g) was added, and the resultant mixture was stirred while cooling with ice. After 10 minutes, propargyl bromide (1.2 g) was added thereto, and the resultant mixture was stirred at room temperature for 30 minutes. After completion of the reaction, the reaction mixture was poured into water and extracted with diethyl ether. The extract was dr...